Dataset: the Open Reaction Database (ORD), a public repository of structured organic reaction records. Task: describe an organic reaction: reactants, conditions, products, and yield RXN SMILES: [CH3:1][O:2][c:3]1[cH:4][cH:5][cH:6][n:7]2[c:8]1[n:9][c:10]1[c:11]([c:12]2=[O:13])[CH2:14][CH2:15][CH2:16]1.[CH3:25][O-:26].[CH3:28][OH:29].[CH:17](=[O:18])[c:19]1[cH:20][cH:21][cH:22][cH:23][cH:24]1.[Na+:27]>>[CH3:1][O:2][c:3]1[cH:4][cH:5][cH:6][n:7]2[c:8]1[n:9][c:10]1[c:11]([c:12]2=[O:13])[CH2:14][CH2:15][C:16]1=[CH:17][c:19]1[cH:20][cH:21][cH:22][cH:23][cH:24]1. The reactants are COc1cccn2c(=O)c3c(nc12)CCC3, C[O-], CO, O=Cc1ccccc1, [Na+]. The product is COc1cccn2c(=O)c3c(nc12)C(=Cc1ccccc1)CC3. Starting materials: N1=C(C=CC=C1)C=CCCCC(=O)OC (methyl 6-(pyridin-2-yl)-5-hexenoate). The reagents and catalysts are [Pd] (palladium on carbon). The solvent is CO (methanol). Conditions: time 8 hour. The product is N1=C(C=CC=C1)CCCCCC(=O)OC (methyl 6-(pyridin-2-yl)-hexanoate). Yield: 94.2%. As a reaction SMILES: [N:1]1[CH:6]=[CH:5][CH:4]=[CH:3][C:2]=1[CH:7]=[CH:8][CH2:9][CH2:10][CH2:11][C:12]([O:14][CH3:15])=[O:13]>[Pd].CO>[N:1]1[CH:6]=[CH:5][CH:4]=[CH:3][C:2]=1[CH2:7][CH2:8][CH2:9][CH2:10][CH2:11][C:12]([O:14][CH3:15])=[O:13]. Procedure details: A mixture of methyl 6-(pyridin-2-yl)-5-hexenoate (4.97 g, 21.0 mmol) and 10% palladium on carbon (200 mg) in methanol (100 ml) was stirred overnight under hydrogen atmosphere. The reaction mixture was filtered. Evaporation of solvent from the filtrate yielded a target product, methyl 6-(pyridin-2-yl)-hexanoate (4.1 g, 94%). The reactants are N1N=CC2=CC=C(C=C12)C(=O)OC (methyl 1H-indazole-6-carboxylate), ClCCCOC (1-chloro-3-methoxypropane). Yields the product COCCCN1N=C2C=C(C=CC2=C1)C(=O)OC (Methyl 2-(3-methoxypropyl)-2H-indazole-6-carboxylate). As a reaction SMILES: [NH:1]1[C:9]2[C:4](=[CH:5][CH:6]=[C:7]([C:10]([O:12][CH3:13])=[O:11])[CH:8]=2)[CH:3]=[N:2]1.Cl[CH2:15][CH2:16][CH2:17][O:18][CH3:19]>>[CH3:19][O:18][CH2:17][CH2:16][CH2:15][N:2]1[CH:3]=[C:4]2[C:9]([CH:8]=[C:7]([C:10]([O:12][CH3:13])=[O:11])[CH:6]=[CH:5]2)=[N:1]1. Reported procedure: Analogously to Example 8c, 1.0 g of methyl 1H-indazole-6-carboxylate and 1.16 g of 1-chloro-3-methoxypropane are reacted. The title compounds are obtained as yellowish oils. The reactants are C(C)(C)(C)OC(N(CC)C1=CC=C(C=C1)CC=1C=C(C(=CC1)OC)C1=CC(=CC=C1)Cl)=O ([4-(3′-Chloro-6-methoxy-biphenyl-3-ylmethyl)-phenyl]-ethyl-carbamic acid tert-butyl ester), [H-].[Na+] (NaH), C(C)I (ethyl iodide). Solvent: CN(C)C=O (DMF). Run at time 10 minute. Yields the product C(C)(C)(C)OC(NC1=CC=C(C=C1)CC=1C=C(C(=CC1)OC)C1=CC(=CC=C1)Cl)=O ([4-(3′-Chloro-6-methoxy-biphenyl-3-ylmethyl)-phenyl]-carbamic acid tert-butyl ester). As a reaction SMILES: [C:1]([O:5][C:6](=[O:32])[N:7]([C:10]1[CH:15]=[CH:14][C:13]([CH2:16][C:17]2[CH:18]=[C:19]([C:25]3[CH:30]=[CH:29][CH:28]=[C:27]([Cl:31])[CH:26]=3)[C:20]([O:23][CH3:24])=[CH:21][CH:22]=2)=[CH:12][CH:11]=1)CC)([CH3:4])([CH3:3])[CH3:2].[H-].[Na+].C(I)C>CN(C=O)C>[C:1]([O:5][C:6](=[O:32])[NH:7][C:10]1[CH:11]=[CH:12][C:13]([CH2:16][C:17]2[CH:18]=[C:19]([C:25]3[CH:30]=[CH:29][CH:28]=[C:27]([Cl:31])[CH:26]=3)[C:20]([O:23][CH3:24])=[CH:21][CH:22]=2)=[CH:14][CH:15]=1)([CH3:4])([CH3:2])[CH3:3] |f:1.2|. Reported procedure: Synthesis of [4-(3′-Chloro-6-methoxy-biphenyl-3-ylmethyl)-phenyl]-ethyl-carbamic acid tert-butyl ester (I-302) I-301 (140 mg, 0.33 mmol) was dissolved in 2 mL of DMF and stirred for 10 minutes under N2; then NaH was added. Once effervescence had ceased. ethyl iodide was added and the reaction mixture was stirred at room temperature for 2 hours and quenched with 20 mL of water. The mixture was extracted with ethyl acetate (3×5 mL), and the combined organic extracts were washed with brine and drie... Reactants: [N+](=O)(O)[O-] (nitric acid), FC1=CC(=C(C(=O)O)C=C1)C (4-fluoro-2-methylbenzoic acid), ice water. Solvent: S(O)(O)(=O)=O (sulfuric acid). Conditions: time 5 hour. The product is FC1=CC(=C(C(=O)O)C=C1[N+](=O)[O-])C (4-Fluoro-2-methyl-5-nitrobenzoic acid). Reaction SMILES: [F:1][C:2]1[CH:10]=[CH:9][C:5]([C:6]([OH:8])=[O:7])=[C:4]([CH3:11])[CH:3]=1.[N+:12]([O-])([OH:14])=[O:13]>S(=O)(=O)(O)O>[F:1][C:2]1[C:10]([N+:12]([O-:14])=[O:13])=[CH:9][C:5]([C:6]([OH:8])=[O:7])=[C:4]([CH3:11])[CH:3]=1. Procedure details: To a suspension of 4-fluoro-2-methylbenzoic acid (32.5 g) in conc. sulfuric acid (50 ml) was added dropwise conc. nitric acid (8.4 ml) at 0° C., and the mixture was stirred at room temperature for 5 hours. The reaction mixture was poured into ice-water (500 ml), and the mixture was extracted with diisopropyl ether (300 ml), and the organic layer was washed with water, and a saturated aqueous sodium chloride solution, dried over sodium sulfate, filtered, concentrated under reduced pressure to giv... Reactants: ClC1=NC=CC2=C1C=C(S2)S(=O)[O-].[Li+] (Lithium 4-chlorothieno[3,2-c]pyridine-2-sulfinate), COC=1C=C(CBr)C=C(C1)OC (3,5-dimethoxybenzylbromide), C(C)(C)(C)OC(=O)N1CCNCC1 (tert-butyl-piperazine-1-carboxylate). The solvent is C(C)#N (acetonitrile). Yields the product COC=1C=C(CS(=O)(=O)C2=CC=3C(=NC=CC3S2)N2CCN(CC2)C(=O)OC(C)(C)C)C=C(C1)OC (tert-Butyl 4-{2-[(3,5-dimethoxybenzyl)sulfonyl]thieno[3,2-c]pyridin-4-yl}piperazine-1-carboxylate). RXN SMILES: Cl[C:2]1[C:7]2[CH:8]=[C:9]([S:11]([O-:13])=[O:12])[S:10][C:6]=2[CH:5]=[CH:4][N:3]=1.[Li+].[CH3:15][O:16][C:17]1[CH:18]=[C:19]([CH:22]=[C:23]([O:25][CH3:26])[CH:24]=1)[CH2:20]Br.[C:27]([O:31][C:32]([N:34]1[CH2:39][CH2:38][NH:37][CH2:36][CH2:35]1)=[O:33])([CH3:30])([CH3:29])[CH3:28]>C(#N)C>[CH3:15][O:16][C:17]1[CH:18]=[C:19]([CH:22]=[C:23]([O:25][CH3:26])[CH:24]=1)[CH2:20][S:11]([C:9]1[S:10][C:6]2[CH:5]=[CH:4][N:3]=[C:2]([N:37]3[CH2:36][CH2:35][N:34]([C:32]([O:31][C:27]([CH3:30])([CH3:29])[CH3:28])=[O:33])[CH2:39][CH2:38]3)[C:7]=2[CH:8]=1)(=[O:13])=[O:12] |f:0.1|. Procedure details: Lithium 4-chlorothieno[3,2-c]pyridine-2-sulfinate (0.44 mmol) was treated with 3,5-dimethoxybenzylbromide (0.59 mmol) as described in Method P above and then reacted further with tert-butyl-piperazine-1-carboxylate as described in Method Q. Yield 0.02 g (10% over two steps). Beige solid. 1H NMR (300 MHz, CDCl3) δ 8.14-8.18 (m, 1H), 7.55 (s, 1H), 6.40-6.45 (m, 1H), 6.26-6.34 (m, 2H), 4.39 (s, 2H), 3.54-3.72 (m, 14H), 1.50 (s, 9H); MS (ESI+) for C25H31N3O6S2 m/z 534 (M+H)+. HPLC 69%, RT 1.99 min (... The reactants are C1(CCCCC1)C1=CC=C(OC[C@@H]2CN=C(O2)N)C=C1 ((S)-5-(4-cyclohexyl-phenoxymethyl)-4,5-dihydro-oxazol-2-ylamine), C(C)OC(=O)C1C(CCC1)=O (2-oxo-cyclopentanecarboxylic acid ethyl ester), C22H26N2O3. The product is C1(CCCCC1)C1=CC=C(OCC2CN3C=4CCCC4C(N=C3O2)=O)C=C1 (2-(4-Cyclohexyl-phenoxymethyl)-1,2,7,8-tetrahydro-6H-3-oxa-4,8b-diaza-as-indacen-5-one). Reaction SMILES: [CH:1]1([C:7]2[CH:20]=[CH:19][C:10]([O:11][CH2:12][C@H:13]3[O:17][C:16]([NH2:18])=[N:15][CH2:14]3)=[CH:9][CH:8]=2)[CH2:6][CH2:5][CH2:4][CH2:3][CH2:2]1.C([O:23][C:24]([CH:26]1[CH2:30][CH2:29][CH2:28][C:27]1=O)=O)C>>[CH:1]1([C:7]2[CH:20]=[CH:19][C:10]([O:11][CH2:12][CH:13]3[O:17][C:16]4[N:15]([C:27]5[CH2:28][CH2:29][CH2:30][C:26]=5[C:24](=[O:23])[N:18]=4)[CH2:14]3)=[CH:9][CH:8]=2)[CH2:2][CH2:3][CH2:4][CH2:5][CH2:6]1. Procedure: The title compound was prepared from (S)-5-(4-cyclohexyl-phenoxymethyl)-4,5-dihydro-oxazol-2-ylamine and 2-oxo-cyclopentanecarboxylic acid ethyl ester in accordance with the procedures of O.-S. Adetchessi, et. al., Tetrahedron, 61, (2005), 4453-4460. C22H26N2O3 (366.19), LCMS (ESI): 367.16 (M++H). Solvent: [O-]CC.[Na+] (sodium ethoxide). RXN SMILES: [CH3:1][C:2]1[CH:7]=[CH:6][C:5]([CH2:8][C:9]#[N:10])=[CH:4][CH:3]=1.[C:11](OCC)(=[O:17])[C:12]([O:14][CH2:15][CH3:16])=[O:13]>[O-]CC.[Na+]>[C:9]([CH:8]([C:5]1[CH:6]=[CH:7][C:2]([CH3:1])=[CH:3][CH:4]=1)[C:11](=[O:17])[C:12]([O:14][CH2:15][CH3:16])=[O:13])#[N:10] |f:2.3|. Reported procedure: Following the procedures outlined in Examples 1 and 3, p-methylphenylacetonitrile and diethyl oxalate are reacted in alcoholic sodium ethoxide to obtain ethyl 3-cyano-3-(p-methylphenyl)-pyruvate, m.p. 86°-88° C. The latter is reacted with p-methylphenylacetonitrile to give 2,5-di-(p-methylphenyl)-3,4-dioxoadiponitrile, m.p. 270°-272° C. Reactants: CC1=CC=C(C=C1)CC#N (p-methylphenylacetonitrile), C(C(=O)OCC)(=O)OCC (diethyl oxalate). Product: C(#N)C(C(C(=O)OCC)=O)C1=CC=C(C=C1)C (ethyl 3-cyano-3-(p-methylphenyl)-pyruvate). Reactants: C(=O)(C(F)(F)F)O (TFA), CO (MeOH), C(C)(C)(C)OC(=O)N1CCC(CC1)C(NC1=C(C=CC=C1)OC1=CC=C(C=C1)C(F)(F)F)=O (4-[2-(4-Trifluoromethyl-phenoxy)-phenylcarbamoyl]-piperidine-1-carboxylic acid tert-butyl ester), C([O-])([O-])=O.[K+].[K+] (potassium carbonate). The solvent is C(Cl)Cl (DCM), C(Cl)Cl (DCM). Conditions: temperature 0 celsius, time 1 hour. Yields the product FC(C1=CC=C(OC2=C(C=CC=C2)NC(=O)C2CCNCC2)C=C1)(F)F (Piperidine-4-carboxylic acid [2-(4-trifluoromethyl-phenoxy)-phenyl]-amide). As a reaction SMILES: C(OC([N:8]1[CH2:13][CH2:12][CH:11]([C:14](=[O:33])[NH:15][C:16]2[CH:21]=[CH:20][CH:19]=[CH:18][C:17]=2[O:22][C:23]2[CH:28]=[CH:27][C:26]([C:29]([F:32])([F:31])[F:30])=[CH:25][CH:24]=2)[CH2:10][CH2:9]1)=O)(C)(C)C.C(O)(C(F)(F)F)=O.C(=O)([O-])[O-].[K+].[K+].CO>C(Cl)Cl>[F:32][C:29]([F:30])([F:31])[C:26]1[CH:25]=[CH:24][C:23]([O:22][C:17]2[CH:18]=[CH:19][CH:20]=[CH:21][C:16]=2[NH:15][C:14]([CH:11]2[CH2:12][CH2:13][NH:8][CH2:9][CH2:10]2)=[O:33])=[CH:28][CH:27]=1 |f:2.3.4|. Procedure details: 4-[2-(4-Trifluoromethyl-phenoxy)-phenylcarbamoyl]-piperidine-1-carboxylic acid tert-butyl ester (HVB01063, 1.0 g, 2.16 mmol) was dissolved in DCM (20 ml), and cooled to 0° C., and to this was added TFA (5 ml). Allowed to warm to room temperature and stirred for 1 h. The solution was poured over solid potassium carbonate (12 g), and extracted with DCM and water. Organic layers dried over MgSO4 and evaporated to dryness, to afford a cream coloured solid. 0.85 g, 100%, R.f. 0.4 (5% MeOH in DCM), 1H... Reactants: ketone, ( 3 ), amine, CO (carbinol), ( 1 ), C(CCC)[Li] (n-butyllithium), ester, C(C(C)(C)C)(=O)N (pivalamide), ClC1=CC=C(N)C=C1 (parachloroaniline), ketone, ( 2 ), CO (carbinol). Yields the product O1NC(CC2=C1C=CC=C2)=O (benzoxazinone). RXN SMILES: [C:1]([NH2:7])(=[O:6])[C:2](C)(C)C.Cl[C:9]1[CH:15]=[CH:14][C:12](N)=[CH:11][CH:10]=1.C([Li])CCC.C[OH:22]>>[O:22]1[C:10]2[CH:11]=[CH:12][CH:14]=[CH:15][C:9]=2[CH2:2][C:1](=[O:6])[NH:7]1. Procedure: This general method teaches (1) metallation of the pivalamide of parachloroaniline with n-butyllithium followed by nucleophilic substitution with an ester to form a ketone, (2) synthesis of a tertiary carbinol by Grignard addition to the ketone, and (3) cyclization of the unprotected amine with the carbinol by addition of a condensing agent to form a benzoxazinone.